Dataset: the Open Reaction Database (ORD), a public repository of structured organic reaction records. Task: describe an organic reaction: reactants, conditions, products, and yield Reactants: OC1=CC=C(C=C1)NC1=C(C(=O)N2CCCCC2)C=CC=C1 (1-[2-(4-hydroxyphenylamino)benzoyl]piperidine), mercuric oxide, C1(=CC=CC=C1)C (toluene). Solvent: C(C)O (ethanol). Yields the product O=C1C=CC(C=C1)=NC1=C(C(=O)N2CCCCC2)C=CC=C1 (1-{2-[(4-oxo-2,5-cyclohexadien-1-ylidene)amino]benzoyl}piperidine). Yield: 35.1%. As a reaction SMILES: [OH:1][C:2]1[CH:7]=[CH:6][C:5]([NH:8][C:9]2[CH:22]=[CH:21][CH:20]=[CH:19][C:10]=2[C:11]([N:13]2[CH2:18][CH2:17][CH2:16][CH2:15][CH2:14]2)=[O:12])=[CH:4][CH:3]=1.C1(C)C=CC=CC=1>C(O)C>[O:1]=[C:2]1[CH:7]=[CH:6][C:5](=[N:8][C:9]2[CH:22]=[CH:21][CH:20]=[CH:19][C:10]=2[C:11]([N:13]2[CH2:14][CH2:15][CH2:16][CH2:17][CH2:18]2)=[O:12])[CH:4]=[CH:3]1. Procedure: A mixture of 8.9 g (0.03 mole) 1-[2-(4-hydroxyphenylamino)benzoyl]piperidine, 6.4 g (0.03 mole) of mercuric oxide, 80 ml of toluene and 20 ml of ethanol was heated at reflux for three hours. The reaction mixture was filtered through an alumina column and eluted with ethyl acetate. The solvent was removed in vacuo and the residue subjected to high pressure liquid chromatography, eluting with 20% ethyl acetate in hexane. The resulting 5.4 g of oil was partitioned between water and ether, the ether...